From a dataset of the Open Reaction Database (ORD), a public repository of structured organic reaction records. describe an organic reaction: reactants, conditions, products, and yield Starting materials: COC(=O)C(CCC(=O)Cl)(C)C (4-methoxycarbonyl-4-methyl-pentanoic acid chloride), C(CCC)NCC1=CC=C(C=C1)C1=C(C=CC=C1)C#N (N-butyl-N-(2'-cyanobiphenyl-4-ylmethyl)-amine), CCN(C(C)C)C(C)C (Hunig base). The solvent is C(C)(=O)OCC (ethyl acetate), C(C)(=O)OCC (ethyl acetate). Reaction conditions: time 1 hour. Product: C(CCC)N(C(CCC(C)(C)C(=O)OC)=O)CC1=CC=C(C=C1)C1=C(C=CC=C1)C#N (4-methoxycarbonyl-4-methyl-pentanoic acid N-butyl-N-(2'-cyano-biphenyl-4-ylmethyl)-amide). Reaction SMILES: [CH3:1][O:2][C:3]([C:5]([CH3:12])([CH3:11])[CH2:6][CH2:7][C:8](Cl)=[O:9])=[O:4].[CH2:13]([NH:17][CH2:18][C:19]1[CH:24]=[CH:23][C:22]([C:25]2[CH:30]=[CH:29][CH:28]=[CH:27][C:26]=2[C:31]#[N:32])=[CH:21][CH:20]=1)[CH2:14][CH2:15][CH3:16].CCN(C(C)C)C(C)C>C(OCC)(=O)C>[CH2:13]([N:17]([CH2:18][C:19]1[CH:24]=[CH:23][C:22]([C:25]2[CH:30]=[CH:29][CH:28]=[CH:27][C:26]=2[C:31]#[N:32])=[CH:21][CH:20]=1)[C:8](=[O:9])[CH2:7][CH2:6][C:5]([C:3]([O:2][CH3:1])=[O:4])([CH3:12])[CH3:11])[CH2:14][CH2:15][CH3:16]. Reported procedure: The starting material can be prepared, for example, as follows: A solution of 3.3 g (17 mmol) of 4-methoxycarbonyl-4-methyl-pentanoic acid chloride in 20 ml of ethyl acetate is added dropwise at from 0° to 5° to a solution of 3.0 g (11.3 mmol) of N-butyl-N-(2'-cyanobiphenyl-4-ylmethyl)-amine and 6.5 ml of Hunig base in 50 ml of ethyl acetate. The reaction mixture is stirred for 1 hour and then worked up analogously to Example 1 b) to yield 4-methoxycarbonyl-4-methyl-pentanoic acid N-butyl-N-(2'-... Starting materials: CC(=O)Nc1c(Br)cccc1C(F)(F)F, O, O=S(=O)(O)O. The product is Nc1c(Br)cccc1C(F)(F)F. Reaction SMILES: [Br:1][c:2]1[c:3]([NH:4][C:5](=[O:6])[CH3:7])[c:8]([C:12]([F:13])([F:14])[F:15])[cH:9][cH:10][cH:11]1.[OH2:16].[S:17](=[O:18])(=[O:19])([OH:20])[OH:21]>>[Br:1][c:2]1[c:3]([NH2:4])[c:8]([C:12]([F:13])([F:14])[F:15])[cH:9][cH:10][cH:11]1. The reactants are [OH-].[K+] (Potassium hydroxide), FC(C1=CC=C(O[C@H]2CN(CC2)C(CCC(C#N)(C2=CC=CC=C2)C2=CC=CC=C2)(C)C)C=C1)(F)F (5-[(3R)-3-(4-Trifluoromethyl-phenoxy)pyrrolidin-1-yl]-5-methyl-2,2 diphenylhexanenitrile), [OH-].[K+] (potassium hydroxide). Solvent: CC(CC)(CC)O (3-methyl-3-pentanol). Run at temperature 25 celsius. The product is FC(C1=CC=C(O[C@H]2CN(CC2)C(CCC(C(=O)N)(C2=CC=CC=C2)C2=CC=CC=C2)(C)C)C=C1)(F)F (5-[(3R)-3-(4-trifluoromethyl-phenoxy)pyrrolidin-1-yl]-5-methyl-2,2-diphenylhexanamide). Yield: 68.0%. RXN SMILES: [OH-:1].[K+].[F:3][C:4]([F:38])([F:37])[C:5]1[CH:36]=[CH:35][C:8]([O:9][C@@H:10]2[CH2:14][CH2:13][N:12]([C:15]([CH3:34])([CH3:33])[CH2:16][CH2:17][C:18]([C:27]3[CH:32]=[CH:31][CH:30]=[CH:29][CH:28]=3)([C:21]3[CH:26]=[CH:25][CH:24]=[CH:23][CH:22]=3)[C:19]#[N:20])[CH2:11]2)=[CH:7][CH:6]=1>CC(O)(CC)CC>[F:38][C:4]([F:37])([F:3])[C:5]1[CH:6]=[CH:7][C:8]([O:9][C@@H:10]2[CH2:14][CH2:13][N:12]([C:15]([CH3:34])([CH3:33])[CH2:16][CH2:17][C:18]([C:21]3[CH:26]=[CH:25][CH:24]=[CH:23][CH:22]=3)([C:27]3[CH:28]=[CH:29][CH:30]=[CH:31][CH:32]=3)[C:19]([NH2:20])=[O:1])[CH2:11]2)=[CH:35][CH:36]=1 |f:0.1|. Reported procedure: Potassium hydroxide (23 mg, 0.406 mmol) was added to a solution of example 25 (10 mg, 0.0203 mmol) in 3-methyl-3-pentanol (2 mL) and the mixture was heated under reflux for 16 hours. The solution was cooled to 25° C. and potassium hydroxide (23 mg, 0.406 mmol) was added and the solution was heated under reflux for an additional 24 hours. The reaction mixture was then cooled to room temperature, concentrated in vacuo and the residue was purified by column chromatography on silica gel, eluting wit... The reactants are FC1=CC=C(C=C1)I (1-fluoro-4-iodobenzene), C(CC#C)O (3-butyn-1-ol). The reagents and catalysts are [Cu]I (Copper (I) iodide). Solvent: C(C)NCC (diethylamine). Run at time 16 hour. Yields the product FC1=CC=C(C=C1)C#CCCO (4-(4-Fluorophenyl)-3butyn-1-ol). Yield: 34.2%. Reaction SMILES: [F:1][C:2]1[CH:7]=[CH:6][C:5](I)=[CH:4][CH:3]=1.[CH2:9]([OH:13])[CH2:10][C:11]#[CH:12]>C(NCC)C.[Cu]I>[F:1][C:2]1[CH:7]=[CH:6][C:5]([C:12]#[C:11][CH2:10][CH2:9][OH:13])=[CH:4][CH:3]=1. Procedure: Copper (I) iodide was added to a stirred solution of 1-fluoro-4-iodobenzene (11.09 g), 3-butyn-1-ol (3.5 g), and BTPC (100 g) in diethylamine (70 ml) and the mixture stirred under nitrogen for 16 h. The mixture was evaporated in vacuo and purified by FCC on eluting with H - EA (2:1) gave the title compound as a yellow solid (2.8 g). T.l.c. (H - EA 2:1) RF 0.20. Reactants: ClC(=O)N1C2=C(NC(C3=C1C=CC=C3)=O)C=CC=N2 (11-(chlorocarbonyl)-5,11-dihydro-6H-pyrido[2,3-b][1,4]benzodiazepin-6-one), C(CC)N(CCCC1CCN(CC1)CCN)CCC (2-[4-[3-(dipropylamino)propyl]-piperidin-l-yl]ethanamine). Run in C(C)(=O)OCC (ethyl acetate). Yields the product C(CC)N(CCCC1CCN(CC1)CCNC(=O)N1C2=C(NC(C3=C1C=CC=C3)=O)C=CC=N2)CCC (5,11-Dihydro-11-[[[2-[4-[3-(dipropylamino)propyl]-piperidin-l-yl]ethyl]amino]carbonyl]-6H-pyrido[2,3-b][1,4]benzodiazepin-6-one). The yield is 43.0%. RXN SMILES: Cl[C:2]([N:4]1[C:10]2[CH:11]=[CH:12][CH:13]=[CH:14][C:9]=2[C:8](=[O:15])[NH:7][C:6]2[CH:16]=[CH:17][CH:18]=[N:19][C:5]1=2)=[O:3].[CH2:20]([N:23]([CH2:36][CH2:37][CH3:38])[CH2:24][CH2:25][CH2:26][CH:27]1[CH2:32][CH2:31][N:30]([CH2:33][CH2:34][NH2:35])[CH2:29][CH2:28]1)[CH2:21][CH3:22]>C(OCC)(=O)C>[CH2:36]([N:23]([CH2:20][CH2:21][CH3:22])[CH2:24][CH2:25][CH2:26][CH:27]1[CH2:32][CH2:31][N:30]([CH2:33][CH2:34][NH:35][C:2]([N:4]2[C:10]3[CH:11]=[CH:12][CH:13]=[CH:14][C:9]=3[C:8](=[O:15])[NH:7][C:6]3[CH:16]=[CH:17][CH:18]=[N:19][C:5]2=3)=[O:3])[CH2:29][CH2:28]1)[CH2:37][CH3:38]. Procedure details: Prepared analogously to Example 1 from 11-(chlorocarbonyl)-5,11-dihydro-6H-pyrido[2,3-b][1,4]benzodiazepin-6-one and 2-[4-[3-(dipropylamino)propyl]-piperidin-l-yl]ethanamine in a yield of 43% of theory. Colourless crystals, m.p. 169°-170° C. (ethyl acetate). Starting materials: CCOC(=O)c1cn(C2CCCCC2)c2nc(NCCCn3ccnc3)ncc2c1=O, CO, N. Yields the product NC(=O)c1cn(C2CCCCC2)c2nc(NCCCn3ccnc3)ncc2c1=O. As a reaction SMILES: [CH2:1]([O:2][C:4](=[O:5])[c:6]1[c:7](=[O:31])[c:8]2[c:9]([n:10][c:11]([NH:14][CH2:15][CH2:16][CH2:17][n:18]3[cH:19][n:20][cH:21][cH:22]3)[n:12][cH:13]2)[n:23]([CH:25]2[CH2:26][CH2:27][CH2:28][CH2:29][CH2:30]2)[cH:24]1)[CH3:3].[CH3:33][OH:34].[NH3:32]>>[C:4](=[O:5])([c:6]1[c:7](=[O:31])[c:8]2[c:9]([n:10][c:11]([NH:14][CH2:15][CH2:16][CH2:17][n:18]3[cH:19][n:20][cH:21][cH:22]3)[n:12][cH:13]2)[n:23]([CH:25]2[CH2:26][CH2:27][CH2:28][CH2:29][CH2:30]2)[cH:24]1)[NH2:32]. Procedure details: Diisopropylethylamine (0.65 ml, 3.69 mmol) was added to a suspension of 6-bromo-2-(methylthio)-quinazolin-4-ol (500 mg, 1.85 mmol) in POCl3 (6.5 ml). The reaction was heated at reflux for 6 hours and then cooled to room temperature. The POCl3 was removed under reduced pressure. The residue was diluted with EtOAc (30 ml) and poured onto ice. The organic layer was washed twice with brine (2×30 ml), then dried over sodium sulfate and concentrated. The product thus obtained was used without further ... Product: BrC=1C=C2C(=NC(=NC2=CC1)SC)Cl (6-bromo-4-chloro-2-(methylthio)quinazoline). As a reaction SMILES: C(N(C(C)C)CC)(C)C.[Br:10][C:11]1[CH:12]=[C:13]2[C:18](=[CH:19][CH:20]=1)[N:17]=[C:16]([S:21][CH3:22])[N:15]=[C:14]2O.O=P(Cl)(Cl)[Cl:26]>>[Br:10][C:11]1[CH:12]=[C:13]2[C:18](=[CH:19][CH:20]=1)[N:17]=[C:16]([S:21][CH3:22])[N:15]=[C:14]2[Cl:26]. The reactants are C(C)(C)N(CC)C(C)C (Diisopropylethylamine), BrC=1C=C2C(=NC(=NC2=CC1)SC)O (6-bromo-2-(methylthio)-quinazolin-4-ol), O=P(Cl)(Cl)Cl (POCl3). The reactants are BrCCOCCBr, CCOC(=O)CC(=O)OCC, CC[O-], CCO, [Na+]. Product: CCOC(=O)C1(C(=O)OCC)CCOCC1. Reaction SMILES: [Br:16][CH2:17][CH2:18][O:19][CH2:20][CH2:21][Br:22].[C:1]([CH2:2][C:3](=[O:4])[O:5][CH2:6][CH3:7])(=[O:8])[O:9][CH2:10][CH3:11].[CH3:13][CH2:14][O-:15].[CH3:23][CH2:24][OH:25].[Na+:12]>>[C:1]([C:2]1([C:3](=[O:4])[O:5][CH2:6][CH3:7])[CH2:17][CH2:18][O:19][CH2:20][CH2:21]1)(=[O:8])[O:9][CH2:10][CH3:11]. The product is COC([C@@H](NC(C)=O)CC1=CC=CC=C1)=O (N-acetylphenylalanine methyl ester). Procedure: To a solution of 2.73 g of L-phenylalanine methyl ester hydrochloride (12.7 mmol) in 5.00 g of pyridine (63.2 mmol) is dropwise added 12.90 g of acetic anhydride (126.0 mmol) under ice cooling. The mixture is allowed to stand for 2 hours and concentrated in vacuo. The residue is extracted with ethyl acetate. The extract is washed with 5% hydrochloric acid, saturated aqueous sodium bicarbonate and saturated brine in order, dried over sodium sulfate, filtered and concentrated in vacuo to give 2.34... Reaction conditions: time 2 hour. Reaction SMILES: Cl.[CH3:2][O:3][C:4](=[O:14])[C@H:5]([CH2:7][C:8]1[CH:13]=[CH:12][CH:11]=[CH:10][CH:9]=1)[NH2:6].N1C=CC=CC=1.[C:21](OC(=O)C)(=[O:23])[CH3:22]>>[CH3:2][O:3][C:4](=[O:14])[C@H:5]([CH2:7][C:8]1[CH:13]=[CH:12][CH:11]=[CH:10][CH:9]=1)[NH:6][C:21](=[O:23])[CH3:22] |f:0.1|. The yield is 83.3%. Reactants: Cl.COC([C@@H](N)CC1=CC=CC=C1)=O (L-phenylalanine methyl ester hydrochloride), N1=CC=CC=C1 (pyridine), C(C)(=O)OC(C)=O (acetic anhydride).